This data is from the Open Reaction Database (ORD), a public repository of structured organic reaction records. The task is: describe an organic reaction: reactants, conditions, products, and yield The reactants are C, CCO, [H][H], [Pd], C=C(c1cccnc1)c1ccc2c(c1)N(COC)c1nccnc1S2. Product: COCN1c2cc(C(C)c3cccnc3)ccc2Sc2nccnc21. RXN SMILES: [C:31].[CH3:28][CH2:29][OH:30].[H:26][H:27].[Pd:32].[n:1]1[cH:2][c:3]([C:7](=[CH2:8])[c:9]2[cH:10][cH:11][c:12]3[c:13]([cH:25]2)[N:14]([CH2:22][O:23][CH3:24])[c:15]2[c:16]([n:18][cH:19][cH:20][n:21]2)[S:17]3)[cH:4][cH:5][cH:6]1>>[n:1]1[cH:2][c:3]([CH:7]([CH3:8])[c:9]2[cH:10][cH:11][c:12]3[c:13]([cH:25]2)[N:14]([CH2:22][O:23][CH3:24])[c:15]2[c:16]([n:18][cH:19][cH:20][n:21]2)[S:17]3)[cH:4][cH:5][cH:6]1. Solvent: CO (methanol). The yield is 117.7%. As a reaction SMILES: [ClH:1].[CH2:2]([N:5]([CH2:20][CH2:21][CH3:22])[CH2:6][CH2:7][C:8]1[CH:16]=[CH:15][C:14]([N+:17]([O-])=O)=[C:13]2[C:9]=1[CH:10]=[N:11][NH:12]2)[CH2:3][CH3:4].O1CCCC1>CO.[Ni]>[ClH:1].[ClH:1].[CH2:20]([N:5]([CH2:2][CH2:3][CH3:4])[CH2:6][CH2:7][C:8]1[CH:16]=[CH:15][C:14]([NH2:17])=[C:13]2[C:9]=1[CH:10]=[N:11][NH:12]2)[CH2:21][CH3:22] |f:0.1,5.6.7|. The reactants are Cl.C(CC)N(CCC1=C2C=NNC2=C(C=C1)[N+](=O)[O-])CCC (N,N-dipropyl-N- 2-(7-nitro-1H-indazol-4-yl)ethyl amine, hydrochloride), O1CCCC1 (tetrahydrofuran). Procedure: 600 mg of N,N-dipropyl-N- 2-(7-nitro-1H-indazol-4-yl)ethyl amine, hydrochloride, in 10 ml of methanol and 10 ml of tetrahydrofuran is hydrogenated in the presence of 0.5 g of Raney nickel. The mixture is filtered off from the catalyst, combined with ethereal hydrochloric acid, and concentrated. The residue is recrystallized from methanol/diethyl ether, yielding 360 mg of N,N-dipropyl-N- 2-(7-amino-1H-indazol-4-yl)ethyl amine, dihydrochloride, mp 214°-218° C. The reagents and catalysts are [Ni] (Raney nickel). Yields the product Cl.Cl.C(CC)N(CCC1=C2C=NNC2=C(C=C1)N)CCC (N,N-dipropyl-N- 2-(7-amino-1H-indazol-4-yl)ethyl amine, dihydrochloride). The reactants are C(C)OC(C(CON)(C)C(=O)OC(C)(C)C)=O (2-Boc-aminooxy-2-methyl-propionic acid ethyl ester), C1CCOC1 (THF), [BH4-].[Li+] (lithium borohydride), C1CCOC1 (THF). Reaction conditions: temperature 0 celsius, time 17 hour. The product is C(=O)(OC(C)(C)C)C(C(O)ON)(C)C (2-Boc-aminooxy-2-methyl-propan-1-ol). Isolated yield 71.0%. As a reaction SMILES: C(O[C:4](=O)[C:5]([C:10]([O:12][C:13]([CH3:16])([CH3:15])[CH3:14])=[O:11])([CH3:9])[CH2:6][O:7][NH2:8])C.[BH4-].[Li+].C1C[O:23]CC1>>[C:10]([C:5]([CH3:9])([CH3:4])[CH:6]([O:7][NH2:8])[OH:23])([O:12][C:13]([CH3:16])([CH3:15])[CH3:14])=[O:11] |f:1.2|. Procedure: 2-Boc-aminooxy-2-methyl-propionic acid ethyl ester (2.54 g, 10.27 mmol) was dissolved in freshly distilled THF (100 mL), cooled to 0° C. and charged with 2.0 M lithium borohydride solution (10.3 mL, 20.54 mmol) in THF. The ice bath was removed and reaction was heated to reflux. After 17 hours, the reaction was cooled to 0° C. and quenched with methanol and concentrated in vacuo. The afforded residue was partitioned between ethyl acetate and 1M sodium hydroxide solution. The organic layers were w... RXN SMILES: [NH:1]1[CH2:4][CH2:3][C:2]1=[O:5].N1[CH:10]=[CH:9]N=C1.[Si:11](Cl)([C:14]([CH3:17])([CH3:16])[CH3:15])([CH3:13])[CH3:12].[C:19]([O:22][CH2:23][CH3:24])(=O)[CH3:20]>CN(C)C=O.O>[Si:11]([O:22][C@@H:19]([C@H:3]1[C@@H:4]([C:9]#[C:10][Si:11]([CH3:14])([CH3:13])[CH3:12])[NH:1][C:2]1=[O:5])[CH3:20])([C:14]([CH3:17])([CH3:16])[CH3:15])([CH3:13])[CH3:12].[Si:11]([O:22][CH:23]([C@H:3]1[C@H:4]([C:9]#[C:10][Si:11]([CH3:14])([CH3:13])[CH3:12])[NH:1][C:2]1=[O:5])[CH3:24])([C:14]([CH3:17])([CH3:16])[CH3:15])([CH3:13])[CH3:12]. Reaction conditions: temperature 60 celsius, time 2 hour. Procedure details: A cis/trans mixture (1.44 g) of 3-(1-hydroxyethyl)-4-trimethylsilylethynyl)-2-azetidinone is dissolved in N,N-dimethylformamide (15 ml), and imidazole (1.4 g) and tert-butyldimethylsilyl chloride (3.0 g) are added. The mixture is stirred at 60° C. for 2 hours and then poured into a mixture of ethyl acetate (100 ml) and water (50 ml). The organic layer is separated, serially washed with water and aqueous sodium chloride, dried over magnesium sulfate and concentrated under reduced pressure. The re... Product: [Si](C)(C)(C(C)(C)C)O[C@H](C)[C@@H]1C(N[C@@H]1C#C[Si](C)(C)C)=O (cis-3-[(R)-1-(tert-butyldimethylsilyloxy)ethyl]-4-trimethylsilylethynyl-2-azetidinone), [Si](C)(C)(C(C)(C)C)OC(C)[C@@H]1C(N[C@H]1C#C[Si](C)(C)C)=O (trans-3-[1-(tert-butyldimethylsilyloxy)ethyl]-4-trimethylsilylethynyl-2-azetidinone), cis/trans mixture. Run in CN(C=O)C (N,N-dimethylformamide), O (water). Reactants: N1C(CC1)=O (2-azetidinone), C(C)(=O)OCC (ethyl acetate), N1C=NC=C1 (imidazole), [Si](C)(C)(C(C)(C)C)Cl (tert-butyldimethylsilyl chloride). RXN SMILES: Cl([O:3][C:4](=[O:12])[CH2:5][CH2:6][C:7]([O:9]Cl=O)=[O:8])=O.[N:13]1[CH:18]=[CH:17][CH:16]=[CH:15][CH:14]=1.[CH3:19][N:20]1[C:24]([NH:25][CH2:26][CH2:27][CH2:28][O:29][C:30]2[CH:35]=[CH:34][CH:33]=[C:32]([CH2:36][N:37]3[CH2:42][CH2:41][CH2:40][CH2:39][CH2:38]3)[CH:31]=2)=[N:23][C:22]([CH2:43]O)=[N:21]1.[C:45](=[O:48])([O-])[O-].[Na+].[Na+]>O>[CH3:19][N:20]1[C:24]([NH:25][CH2:26][CH2:27][CH2:28][O:48][C:45]2[CH:35]=[CH:30][CH:31]=[C:32]([CH2:36][N:13]3[CH2:18][CH2:17][CH2:16][CH2:15][CH2:14]3)[CH:33]=2)=[N:23][C:22]([CH2:43][O:3][C:4](=[O:12])[CH2:5][CH2:6][C:7]([O:9][CH2:43][C:22]2[N:23]=[C:24]([NH:25][CH2:26][CH2:27][CH2:28][O:29][C:30]3[CH:35]=[CH:34][CH:33]=[C:32]([CH2:36][N:37]4[CH2:38][CH2:39][CH2:40][CH2:41][CH2:42]4)[CH:31]=3)[N:20]([CH3:19])[N:21]=2)=[O:8])=[N:21]1 |f:3.4.5|. Conditions: time 16.5 hour. Procedure: To a stirred mixture of butanedioyl dichlorite (0.19 g) and pyridine (3 ml) was added portionwise 1-methyl-5-[[3-[3-(1-piperidinylmethyl)phenoxy]propyl]amino]-1H-1,2,4-triazole-3-methanol (0.8 g). After stirring at room temperature for 16.5 h, water (10 ml) and anhydrous sodium carbonate (1 g) were added and the solution evaporated to dryness with the aid of ethanol (3×10 ml). To the residue was added ethyl acetate (60 ml), excess anhydrous sodium carbonate and decolourising charcoal. After 2 h,... The solvent is O (water). Product: CN1N=C(N=C1NCCCOC1=CC(=CC=C1)CN1CCCCC1)COC(CCC(=O)OCC1=NN(C(=N1)NCCCOC1=CC(=CC=C1)CN1CCCCC1)C)=O (Bis-[[1-methyl-5-[[3-[3-(1-piperidinylmethyl)phenoxy]propyl]amino]-1H-1,2,4-triazol-3-yl]methyl]butanedioate). The reactants are C([O-])([O-])=O.[Na+].[Na+] (sodium carbonate), Cl(=O)OC(CCC(=O)OCl=O)=O (butanedioyl dichlorite), N1=CC=CC=C1 (pyridine), CN1N=C(N=C1NCCCOC1=CC(=CC=C1)CN1CCCCC1)CO (1-methyl-5-[[3-[3-(1-piperidinylmethyl)phenoxy]propyl]amino]-1H-1,2,4-triazole-3-methanol). Reactants: [O-]Cl, NNc1c(Cl)cnc(Cl)c1Cl, [Na+], C1CCOC1, O. Yields the product Clc1cnc(Cl)c(Cl)c1. Reaction SMILES: [Cl:12][O-:13].[Cl:1][c:2]1[n:3][cH:4][c:5]([Cl:11])[c:6]([NH:9][NH2:10])[c:7]1[Cl:8].[Na+:14].[O:15]1[CH2:16][CH2:17][CH2:18][CH2:19]1.[OH2:20]>>[Cl:1][c:2]1[n:3][cH:4][c:5]([Cl:11])[cH:6][c:7]1[Cl:8].